describe an organic reaction: reactants, conditions, products, and yield From a dataset of the Open Reaction Database (ORD), a public repository of structured organic reaction records. Starting materials: ClC1=NC(=C2N=CN(C2=N1)C(CC)C)NCCC (2-chloro-9-(1-methylpropyl)N-propyl-9H-purin-6-amine), N[C@@H]1CC[C@H](CC1)N (trans-1,4-diaminocyclohexane). Product: Cl.Cl.NC1CCC(CC1)NC1=NC(=C2N=CN(C2=N1)C(CC)C)NCCC (N2-(4-aminocyclo-hexyl)-9-(1-methylpropyl)-N6-propyl-9H-purin-2,6-diamine dihydrochloride). Isolated yield 87.5%. Reaction SMILES: [Cl:1][C:2]1[N:10]=[C:9]2[C:5]([N:6]=[CH:7][N:8]2[CH:11]([CH3:14])[CH2:12][CH3:13])=[C:4]([NH:15][CH2:16][CH2:17][CH3:18])[N:3]=1.[NH2:19][C@H:20]1[CH2:25][CH2:24][C@H:23]([NH2:26])[CH2:22][CH2:21]1>>[ClH:1].[ClH:1].[NH2:19][CH:20]1[CH2:25][CH2:24][CH:23]([NH:26][C:2]2[N:10]=[C:9]3[C:5]([N:6]=[CH:7][N:8]3[CH:11]([CH3:14])[CH2:12][CH3:13])=[C:4]([NH:15][CH2:16][CH2:17][CH3:18])[N:3]=2)[CH2:22][CH2:21]1 |f:2.3.4|. Reported procedure: The operation is carried out as in Stage 2 of Example 44 starting from 117 mg of the product obtained in Stage 1 above and 500 mg of trans-1,4-diaminocyclohexane. In this way 80 mg of expected product is obtained in the form of crystals. Conditions: time 2 hour. RXN SMILES: [C:1]1([C:21]2[CH:26]=[CH:25][CH:24]=[CH:23][CH:22]=2)[CH:6]=[CH:5][C:4]([N:7]=[C:8]=[N:9][C:10]2[CH:15]=[CH:14][CH:13]=[CH:12][C:11]=2[CH:16]=[CH:17][C:18]([O-:20])=[O:19])=[CH:3][CH:2]=1.[CH2:27]([N:34]([CH2:42][C:43]1[CH:48]=[CH:47][CH:46]=[CH:45][CH:44]=1)[CH2:35][CH2:36][CH2:37][CH2:38][CH2:39][NH:40][CH3:41])[C:28]1[CH:33]=[CH:32][CH:31]=[CH:30][CH:29]=1.[C:49]1(C)C=CC=CC=1>>[C:1]1([C:21]2[CH:22]=[CH:23][CH:24]=[CH:25][CH:26]=2)[CH:6]=[CH:5][C:4]([N:7]2[CH:16]([CH2:17][C:18]([O:20][CH3:49])=[O:19])[C:11]3[C:10](=[CH:15][CH:14]=[CH:13][CH:12]=3)[N:9]=[C:8]2[N:40]([CH2:39][CH2:38][CH2:37][CH2:36][CH2:35][N:34]([CH2:42][C:43]2[CH:44]=[CH:45][CH:46]=[CH:47][CH:48]=2)[CH2:27][C:28]2[CH:33]=[CH:32][CH:31]=[CH:30][CH:29]=2)[CH3:41])=[CH:3][CH:2]=1. Starting materials: C1(=CC=C(C=C1)N=C=NC1=C(C=CC=C1)C=CC(=O)[O-])C1=CC=CC=C1 (3-[2-(4-Biphenylyliminomethyleneamino)Phenyl]Acrylate), C(C1=CC=CC=C1)N(CCCCCNC)CC1=CC=CC=C1 (N,N-Dibenzyl-N′-Methylpentane-1,5-Diamine), C1(=CC=CC=C1)C (toluene). Product: C1(=CC=C(C=C1)N1C(=NC2=CC=CC=C2C1CC(=O)OC)N(C)CCCCCN(CC1=CC=CC=C1)CC1=CC=CC=C1)C1=CC=CC=C1 (3-(4-Biphenylyl)-2-[N-(5-Dibenzylaminopentyl)-N-Methylamino]-4-Methoxycarbonylmethyl-3,4-Dihydroquinazoline). Procedure: To a solution of methyl 3-[2-(4-biphenylyliminomethyleneamino)phenyl]acrylate (11) (1.12 g, 3.15 mmol) in toluene (100 ml) was added N,N-dibenzyl-N′-methylpentane-1,5-diamine (18) (1.87 g, 6.30 mmol). Then, the reaction mixture was stirred for 2 hours and extracted with dichloromethane three times. The combined organic phase was dried with anhydrous magnesium sulfate and distilled under reduced pressure. The resulting residue was subjected to silica gel column chromatography (eluent: ethyl aceta... The reactants are CC(C)(C)[Si](C)(C)Cl, CN(C)C=O, CCOC(C)=O, c1c[nH]cn1. Yields the product CC(C)(C)[Si](C)(C)OC1CCOC1=O. Reaction SMILES: [C:6]([CH3:7])([CH3:8])([CH3:9])[Si:10]([CH3:11])([CH3:12])[Cl:13].[CH3:14][N:15]([CH3:16])[CH:18]=[O:17].[CH3:19][CH2:20][O:21][C:22]([CH3:23])=[O:24].[nH:1]1[cH:2][cH:3][n:4][cH:5]1>>[C:6]([CH3:7])([CH3:8])([CH3:9])[Si:10]([CH3:11])([CH3:12])[O:17][CH:23]1[CH2:19][CH2:20][O:21][C:22]1=[O:24]. Starting materials: BrC=1C=C2CCN(CC2=CC1)CC=1C=C(C(N2C=CC=CC12)=O)C(=O)OCC (ethyl 1-[(6-bromo-3,4-dihydroisoquinolin-2(1H)-yl)methyl]-4-oxo-4H-quinolizine-3-carboxylate), C1(=CC=CC=C1)B(O)O (phenylboronic acid), C([O-])([O-])=O.[Cs+].[Cs+] (cesium carbonate). Reagents/catalysts: CC(C)([P](C(C)(C)C)([Pd][P](C(C)(C)C)(C(C)(C)C)C(C)(C)C)C(C)(C)C)C (bis (tri-tert-butyl-phosphine)palladium(0)). Run in C1CCOC1 (THF). Run at temperature 100 celsius, time 3 hour. The product is O=C1C(=CC(=C2C=CC=CN12)CN1CC2=CC=C(C=C2CC1)C1=CC=CC=C1)C(=O)O (4-Oxo-1-[(6-phenyl-3,4-dihydroisoquinolin-2(1H)-yl)methyl]-4H-quinolizine-3-carboxylic acid). As a reaction SMILES: Br[C:2]1[CH:3]=[C:4]2[C:9](=[CH:10][CH:11]=1)[CH2:8][N:7]([CH2:12][C:13]1[CH:14]=[C:15]([C:24]([O:26]CC)=[O:25])[C:16](=[O:23])[N:17]3[C:22]=1[CH:21]=[CH:20][CH:19]=[CH:18]3)[CH2:6][CH2:5]2.[C:29]1(B(O)O)[CH:34]=[CH:33][CH:32]=[CH:31][CH:30]=1.C(=O)([O-])[O-].[Cs+].[Cs+]>C1COCC1.CC(C)([P](C(C)(C)C)([Pd][P](C(C)(C)C)(C(C)(C)C)C(C)(C)C)C(C)(C)C)C>[O:23]=[C:16]1[N:17]2[C:22]([CH:21]=[CH:20][CH:19]=[CH:18]2)=[C:13]([CH2:12][N:7]2[CH2:6][CH2:5][C:4]3[C:9](=[CH:10][CH:11]=[C:2]([C:29]4[CH:34]=[CH:33][CH:32]=[CH:31][CH:30]=4)[CH:3]=3)[CH2:8]2)[CH:14]=[C:15]1[C:24]([OH:26])=[O:25] |f:2.3.4,^1:51,57|. Procedure details: To a solution of ethyl 1-[(6-bromo-3,4-dihydroisoquinolin-2(1H)-yl)methyl]-4-oxo-4H-quinolizine-3-carboxylate (0.045 g, 0.10 mmol), phenylboronic acid (0.019 g, 0.15 mmol), and 1 N cesium carbonate (0.20 mL, 0.20 mmol) in 1 mL THF under nitrogen was added bis (tri-tert-butyl-phosphine)palladium(0) (10 mol %). The reaction mixture was stirred at 100° C. for 3 hours, then cooled to rt and concentrated in vacuo. To a solution of the resultant brown residue in 1 mL DMSO was added saturated aqueous l... Reactants: CC12CC(=O)C3C(CCC4CC=CCC43C)C1CCC2C#N, ClC(Cl)Cl, O=C(OO)c1cccc(Cl)c1. Yields the product CC12CC(=O)C3C(CCC4CC5OC5CC43C)C1CCC2C#N. Reaction SMILES: [C:1](#[N:2])[CH:3]1[C:4]2([CH3:5])[CH:6]([CH2:7][CH2:8]1)[CH:9]1[CH2:10][CH2:11][CH:12]3[CH2:13][CH:14]=[CH:15][CH2:16][C:17]3([CH3:18])[CH:19]1[C:20](=[O:22])[CH2:21]2.[CH:34]([Cl:35])([Cl:36])[Cl:37].[Cl:23][c:24]1[cH:25][cH:26][cH:27][c:28]([C:29]([O:30][OH:32])=[O:31])[cH:33]1>>[C:1](#[N:2])[CH:3]1[C:4]2([CH3:5])[CH:6]([CH2:7][CH2:8]1)[CH:9]1[CH2:10][CH2:11][CH:12]3[CH2:13][CH:14]4[CH:15]([CH2:16][C:17]3([CH3:18])[CH:19]1[C:20](=[O:22])[CH2:21]2)[O:31]4. Reactants: C(C)(=O)OCC (ethyl acetate), t-butyl, IC1=C(N)C=CC(=C1)[N+](=O)[O-] (2-iodo-4-nitroaniline), C(C)NCC (diethylamine). Reagents/catalysts: Cl[Pd]([P](C1=CC=CC=C1)(C2=CC=CC=C2)C3=CC=CC=C3)([P](C4=CC=CC=C4)(C5=CC=CC=C5)C6=CC=CC=C6)Cl (bis(triphenylphosphine)palladium dichloride), [Cu](I)I (copper iodide). The solvent is CN(C=O)C (N,N-dimethylformamide), CN(C=O)C (N,N-dimethylformamide). Product: [N+](=O)([O-])C1=CC=C(N)C=C1 (4-nitroaniline). Reaction SMILES: I[C:2]1[CH:8]=[C:7]([N+:9]([O-:11])=[O:10])[CH:6]=[CH:5][C:3]=1[NH2:4].C(NCC)C.C(OCC)(=O)C>CN(C)C=O.Cl[Pd](Cl)([P](C1C=CC=CC=1)(C1C=CC=CC=1)C1C=CC=CC=1)[P](C1C=CC=CC=1)(C1C=CC=CC=1)C1C=CC=CC=1.[Cu](I)I>[N+:9]([C:7]1[CH:8]=[CH:2][C:3]([NH2:4])=[CH:5][CH:6]=1)([O-:11])=[O:10] |^1:30,49|. Reported procedure: Into a 200 mL four-necked flask, 2-iodo-4-nitroaniline (8.72 g, 33.0 mmol), bis(triphenylphosphine)palladium dichloride (0.463 g, 0.660 mmol) and copper iodide (0.251 g, 1.32 mmol) were charged, and nitrogen substitution was carried out, and then diethylamine (16.9 g, 231 mmol) and N,N-dimethylformamide (50 mL) were added thereto. While stirring with ice-cooling, the above-described t-butyl N-t-butoxycalpropargylglycine (9.69 g, 36.0 mmol) dissolved in N,N-dimethylformamide (16 mL) was added, fo...